Dataset: the Open Reaction Database (ORD), a public repository of structured organic reaction records. Task: describe an organic reaction: reactants, conditions, products, and yield The reactants are CCNC=C(C(=O)C=Cc1ccc(Cl)cc1)C(=O)OC, CN(C)C=O. Yields the product CCN1C=C(C(=O)OC)C(=O)CC1c1ccc(Cl)cc1. As a reaction SMILES: [CH3:1][O:2][C:3]([C:4]([C:5]([CH:6]=[CH:7][c:8]1[cH:9][cH:10][c:11]([Cl:14])[cH:12][cH:13]1)=[O:15])=[CH:16][NH:17][CH2:18][CH3:19])=[O:20].[CH3:21][N:22]([CH3:23])[CH:24]=[O:25]>>[CH3:1][O:2][C:3]([C:4]1=[CH:16][N:17]([CH2:18][CH3:19])[CH:7]([c:8]2[cH:9][cH:10][c:11]([Cl:14])[cH:12][cH:13]2)[CH2:6][C:5]1=[O:15])=[O:20].